From a dataset of the Open Reaction Database (ORD), a public repository of structured organic reaction records. describe an organic reaction: reactants, conditions, products, and yield Reactants: COC(CC(C)(C)O)OC (3-hydroxy-3-methylbutanal dimethyl acetal), CS(=O)(=O)O (CH3SO2OH), acetal, CC(C)(C(=O)O)O/N=C(\C1=CSC(=N1)N)/C(=O)NCC=O (aldehyde 2). Run in O (H2O). Run at time 4 hour. The product is CC(C[C@H]([C@@H](C(CO)=O)O)O)(O)C (5-deoxy-6,6-dimethyl-D-threo-hexulose). As a reaction SMILES: CO[CH:3]([O:9]C)[CH2:4][C:5]([OH:8])([CH3:7])[CH3:6].CS(O)(=O)=[O:13].C[C:17]([O:22]/N=C(/C(NCC=O)=O)\C1N=C(N)SC=1)([C:19]([OH:21])=O)[CH3:18]>O>[CH3:7][C:5]([CH3:6])([OH:8])[CH2:4][C@@H:3]([OH:9])[C@H:19]([OH:21])[C:17](=[O:22])[CH2:18][OH:13]. Procedure details: 3-hydroxy-3-methylbutanal dimethyl acetal (640 mg, 4.3 mmol) was hydrolyzed in 19 mL of H2O with CH3SO2OH (100 μL). After 4 h the hydrolysis was complete as determined by GC (50° C., 1 min to 250° C. at 15° C./ min, DB-U; tR of acetal 4.2 min, aldehyde 2.0 min). FDP-Na3 (573 mg, 1.04 mmol) was added to the solution, and the pH was adjusted to 6.5. FDP aldolase (400 units) and TPI (100 units) were added and allowed to react for 16 h. Following the same workup procedure as used in Example 1 to rem... Starting materials: CCN(CC)S(F)(F)F, ClCCl, OC1(c2nccnc2F)CCOCC1, [Na+], [Na+], O=C([O-])[O-]. Product: Fc1nccnc1C1(F)CCOCC1. As a reaction SMILES: [CH2:15]([N:16]([S:17]([F:18])([F:19])[F:21])[CH2:20][CH3:22])[CH3:23].[Cl:30][CH2:31][Cl:32].[F:1][c:2]1[c:3]([C:8]2([OH:14])[CH2:9][CH2:10][O:11][CH2:12][CH2:13]2)[n:4][cH:5][cH:6][n:7]1.[Na+:24].[Na+:25].[O-:26][C:27](=[O:28])[O-:29]>>[F:1][c:2]1[c:3]([C:8]2([F:21])[CH2:9][CH2:10][O:11][CH2:12][CH2:13]2)[n:4][cH:5][cH:6][n:7]1.